Dataset: the Open Reaction Database (ORD), a public repository of structured organic reaction records. Task: describe an organic reaction: reactants, conditions, products, and yield Reactants: CCN(CC)CCO, COC(=O)C1c2ccc(O)cc2CCN1S(=O)(=O)c1ccc(Oc2ccc(F)cc2)cc1, COC(=O)C1c2ccc(OCCCN3CCN(C)CC3)cc2CCN1S(=O)(=O)c1ccc(Oc2ccc(F)cc2)cc1. Yields the product CCN(CC)CCOc1ccc2c(c1)CCN(S(=O)(=O)c1ccc(Oc3ccc(F)cc3)cc1)C2C(=O)OC. RXN SMILES: [CH2:33]([CH3:34])[N:35]([CH2:36][CH2:37][OH:38])[CH2:39][CH3:40].[F:1][c:2]1[cH:3][cH:4][c:5]([O:6][c:7]2[cH:8][cH:9][c:10]([S:13](=[O:14])(=[O:15])[N:16]3[CH:17]([C:27](=[O:28])[O:29][CH3:30])[c:18]4[cH:19][cH:20][c:21]([OH:26])[cH:22][c:23]4[CH2:24][CH2:25]3)[cH:11][cH:12]2)[cH:31][cH:32]1.[F:41][c:42]1[cH:43][cH:44][c:45]([O:46][c:47]2[cH:48][cH:49][c:50]([S:51]([N:52]3[CH2:53][CH2:54][c:55]4[c:56]([cH:57][cH:58][c:59]([O:60][CH2:61][CH2:62][CH2:63][N:64]5[CH2:65][CH2:66][N:67]([CH3:68])[CH2:69][CH2:70]5)[cH:71]4)[CH:72]3[C:73]([O:74][CH3:75])=[O:76])(=[O:77])=[O:78])[cH:79][cH:80]2)[cH:81][cH:82]1>>[F:1][c:2]1[cH:3][cH:4][c:5]([O:6][c:7]2[cH:8][cH:9][c:10]([S:13](=[O:14])(=[O:15])[N:16]3[CH:17]([C:27](=[O:28])[O:29][CH3:30])[c:18]4[cH:19][cH:20][c:21]([O:26][CH2:37][CH2:36][N:35]([CH2:33][CH3:34])[CH2:39][CH3:40])[cH:22][c:23]4[CH2:24][CH2:25]3)[cH:11][cH:12]2)[cH:31][cH:32]1. RXN SMILES: [F:1][C:2]1[CH:3]=[C:4]([C:9]2[CH:14]=[CH:13][C:12]([C:15]3[C:24]4[C:19](=[CH:20][C:21]([S:25](OC5C(F)=C(F)C(F)=C(F)C=5F)(=[O:27])=[O:26])=[CH:22][CH:23]=4)[CH:18]=[CH:17][N:16]=3)=[C:11]([O:40][CH3:41])[CH:10]=2)[CH:5]=[C:6]([F:8])[CH:7]=1.[CH3:42][C:43]1[N:48]=[CH:47][N:46]=[C:45]([NH2:49])[CH:44]=1.C[Si]([N-][Si](C)(C)C)(C)C.[Li+]>C1COCC1>[F:1][C:2]1[CH:3]=[C:4]([C:9]2[CH:14]=[CH:13][C:12]([C:15]3[C:24]4[C:19](=[CH:20][C:21]([S:25]([NH:49][C:45]5[CH:44]=[C:43]([CH3:42])[N:48]=[CH:47][N:46]=5)(=[O:26])=[O:27])=[CH:22][CH:23]=4)[CH:18]=[CH:17][N:16]=3)=[C:11]([O:40][CH3:41])[CH:10]=2)[CH:5]=[C:6]([F:8])[CH:7]=1 |f:2.3|. Reaction conditions: time 20 minute. Starting materials: FC=1C=C(C=C(C1)F)C1=CC(=C(C=C1)C1=NC=CC2=CC(=CC=C12)S(=O)(=O)OC1=C(C(=C(C(=C1F)F)F)F)F)OC (perfluorophenyl 1-(3′,5′-difluoro-3-methoxy-[1,1′-biphenyl]-4-yl)isoquinoline-6-sulfonate), CC1=CC(=NC=N1)N (6-methylpyrimidin-4-amine), C[Si](C)(C)[N-][Si](C)(C)C.[Li+] (lithium bis(trimethylsilyl)amide). Procedure: A vial was charged with perfluorophenyl 1-(3′,5′-difluoro-3-methoxy-[1,1′-biphenyl]-4-yl)isoquinoline-6-sulfonate (INTERMEDIATE KKKKK; 63.5 mg, 0.107 mmol), 6-methylpyrimidin-4-amine (12.26 mg, 0.112 mmol), and THF (535 μl). The vial was cooled in an ice-water bath for 10 min, then lithium bis(trimethylsilyl)amide (1M in THF) (225 μl, 0.225 mmol) was added. After 20 min of stirring, the mixture was loaded directly onto a silica gel loading column. The column was eluted onto a pre-equilibrated 12... Yields the product FC=1C=C(C=C(C1)F)C1=CC(=C(C=C1)C1=NC=CC2=CC(=CC=C12)S(=O)(=O)NC1=NC=NC(=C1)C)OC (1-(3′,5′-difluoro-3-methoxy-[1,1′-biphenyl]-4-yl)-N-(6-methylpyrimidin-4-yl)isoquinoline-6-sulfonamide). Yield: 47.7%. Run in C1CCOC1 (THF). Reactants: CC1(NC2=CC=C(C=C2C(=C1)C)OS(=O)(=O)C(F)(F)F)C (Trifluoromethanesulfonic acid 2,2,4-trimethyl-1,2-dihydroquinolin-6-yl ester), COC1=C(C=C(C=C1)OC)B(O)O (2,5-dimethoxyphenylboronic acid), C1(=CC=CC=C1)CCS (2-phenylethanethiol). Product: COC1=C(C=C(C=C1)OC)C=1C=C2C(=CC(NC2=CC1)(C)C)CSCCC1=CC=CC=C1 (6-(2,5-Dimethoxyphenyl)-2,2-dimethyl-4-phenethylsulfanylmethyl-1,2-dihydroquinoline). Reaction SMILES: [CH3:1][C:2]1([CH3:21])[CH:11]=[C:10]([CH3:12])[C:9]2[C:4](=[CH:5][CH:6]=[C:7](OS(C(F)(F)F)(=O)=O)[CH:8]=2)[NH:3]1.[CH3:22][O:23][C:24]1[CH:29]=[CH:28][C:27]([O:30][CH3:31])=[CH:26][C:25]=1B(O)O.[C:35]1([CH2:41][CH2:42][SH:43])[CH:40]=[CH:39][CH:38]=[CH:37][CH:36]=1>>[CH3:22][O:23][C:24]1[CH:29]=[CH:28][C:27]([O:30][CH3:31])=[CH:26][C:25]=1[C:7]1[CH:8]=[C:9]2[C:4](=[CH:5][CH:6]=1)[NH:3][C:2]([CH3:1])([CH3:21])[CH:11]=[C:10]2[CH2:12][S:43][CH2:42][CH2:41][C:35]1[CH:40]=[CH:39][CH:38]=[CH:37][CH:36]=1. Reported procedure: Trifluoromethanesulfonic acid 2,2,4-trimethyl-1,2-dihydroquinolin-6-yl ester was coupled with 2,5-dimethoxyphenylboronic acid. Bromination and coupling reaction with 2-phenylethanethiol gave 43 mg of the title compound. The reactants are FC=1C=C(C=CC1)NC1=NC=C(C(=N1)NCCC)CO ((2-((3-fluorophenyl)amino)-4-(propylamino)pyrimidin-5-yl)methanol). Reagents/catalysts: [O-2].[O-2].[Mn+4] (manganese dioxide). Solvent: C(Cl)(Cl)Cl (chloroform). Reaction conditions: temperature 50 celsius, time 4 hour. Yields the product FC=1C=C(C=CC1)NC1=NC=C(C(=N1)NCCC)C=O (2-((3-fluorophenyl)amino)-4-(propylamino)pyrimidine-5-carbaldehyde). Isolated yield 100.7%. RXN SMILES: [F:1][C:2]1[CH:3]=[C:4]([NH:8][C:9]2[N:14]=[C:13]([NH:15][CH2:16][CH2:17][CH3:18])[C:12]([CH2:19][OH:20])=[CH:11][N:10]=2)[CH:5]=[CH:6][CH:7]=1>C(Cl)(Cl)Cl.[O-2].[O-2].[Mn+4]>[F:1][C:2]1[CH:3]=[C:4]([NH:8][C:9]2[N:14]=[C:13]([NH:15][CH2:16][CH2:17][CH3:18])[C:12]([CH:19]=[O:20])=[CH:11][N:10]=2)[CH:5]=[CH:6][CH:7]=1 |f:2.3.4|. Reported procedure: To a solution of (2-((3-fluorophenyl)amino)-4-(propylamino)pyrimidin-5-yl)methanol (E13, 26 mg) in chloroform (2 mL), manganese dioxide (41 mg) was added at room temperature, and the mixture was stirred at 50° C. for 4 hours. The reaction mixture was cooled to room temperature, then the insoluble matter was removed by filtration through Cerite, and then the solvent was evaporated under reduced pressure. The obtained residue was purified by silica gel column chromatography (eluent, 70 to 40% hexa...